From a dataset of the Open Reaction Database (ORD), a public repository of structured organic reaction records. describe an organic reaction: reactants, conditions, products, and yield The reactants are C(=O)(OC)C1=C(SC(=C1)C)NC(C(C)C)=O (N-(3-Carbomethoxy-5-methyl-2-thienyl)-2-methylpropanamide), O.O.[I-].[Li+] (lithium iodide dihydrate). The product is CC1=CC=C(S1)NC(C(C)C)=O (N-(5-methyl-2-thienyl)-2-methylpropanamide). Isolated yield 54.0%. Reaction SMILES: C([C:5]1[CH:9]=[C:8]([CH3:10])[S:7][C:6]=1[NH:11][C:12](=[O:16])[CH:13]([CH3:15])[CH3:14])(OC)=O.O.O.[I-].[Li+]>>[CH3:10][C:8]1[S:7][C:6]([NH:11][C:12](=[O:16])[CH:13]([CH3:14])[CH3:15])=[CH:5][CH:9]=1 |f:1.2.3.4|. Procedure: The ester from Example 48 was treated with lithium iodide dihydrate as in Example 42 to give the expected decarboxylated product, N-(5-methyl-2-thienyl)-2-methylpropanamide, m.p. 96°-97° C. in 54% yield. The reactants are Cl (hydrochloric acid), C(C1=CC=CC=C1)OC1=CC=C(C=C1)C(COCCO)O (1-(4-benzyloxyphenyl)-2-(2-hydroxyethoxy)ethanol), C1(=CC=C(C=C1)S(=O)(=O)Cl)C (p-toluenesulfonyl chloride), ice water, C(C)OCC (diethyl ether). Solvent: N1=CC=CC=C1 (pyridine). Run at temperature -20 celsius, time 15 hour. Product: C(C1=CC=CC=C1)OC1=CC=C(C=C1)C(COCCOS(=O)(=O)C1=CC=C(C=C1)C)O (1-(4-benzyloxyphenyl)-2-[2-(p-toluenesulfonyl)oxyethoxy]ethanol). Yield: 58.8%. Reaction SMILES: [CH2:1]([O:8][C:9]1[CH:14]=[CH:13][C:12]([CH:15]([OH:21])[CH2:16][O:17][CH2:18][CH2:19][OH:20])=[CH:11][CH:10]=1)[C:2]1[CH:7]=[CH:6][CH:5]=[CH:4][CH:3]=1.[C:22]1([CH3:32])[CH:27]=[CH:26][C:25]([S:28](Cl)(=[O:30])=[O:29])=[CH:24][CH:23]=1.C(OCC)C.Cl>N1C=CC=CC=1>[CH2:1]([O:8][C:9]1[CH:14]=[CH:13][C:12]([CH:15]([OH:21])[CH2:16][O:17][CH2:18][CH2:19][O:20][S:28]([C:25]2[CH:26]=[CH:27][C:22]([CH3:32])=[CH:23][CH:24]=2)(=[O:30])=[O:29])=[CH:11][CH:10]=1)[C:2]1[CH:3]=[CH:4][CH:5]=[CH:6][CH:7]=1. Procedure: 22.7 g of 1-(4-benzyloxyphenyl)-2-(2-hydroxyethoxy)ethanol was dissolved in 140 ml of pyridine. The solution was cooled to -20° C. To the solution was added 19 g of p-toluenesulfonyl chloride. The resulting mixture was heated to 0° C. and stirred for 15 hours at the same temperature. The reaction mixture was added to a mixture of 300 ml of ice water and 200 ml of diethyl ether. The resulting mixture was adjusted to pH 2 with 6N hydrochloric acid. The organic layer was separated. The aqueous laye... The reactants are ClC1=CC=2C3=C(N(C2C=C1)CCO)CCN(C3)C (2-(8-chloro-2-methyl-3,4-dihydro-1H-pyrido[4,3-b]indol-5(2H)-yl)ethanol), Br (HBr), C([O-])(O)=O.[Na+] (sodium bicarbonate). Yields the product BrCCN1C2=C(C=3C=C(C=CC13)Cl)CN(CC2)C (5-(2-bromoethyl)-8-chloro-2-methyl-2,3,4,5-tetrahydro-1H-pyrido[4,3-b]indole). RXN SMILES: [Cl:1][C:2]1[CH:10]=[CH:9][C:8]2[N:7]([CH2:11][CH2:12]O)[C:6]3[CH2:14][CH2:15][N:16]([CH3:18])[CH2:17][C:5]=3[C:4]=2[CH:3]=1.C(=O)(O)[O-].[Na+].[BrH:24]>>[Br:24][CH2:12][CH2:11][N:7]1[C:8]2[CH:9]=[CH:10][C:2]([Cl:1])=[CH:3][C:4]=2[C:5]2[CH2:17][N:16]([CH3:18])[CH2:15][CH2:14][C:6]1=2 |f:1.2|. Reported procedure: A solution of 2-(8-chloro-2-methyl-3,4-dihydro-1H-pyrido[4,3-b]indol-5(2H)-yl)ethanol (0.2 g, 0.75 mmol) in aqueous HBr (2 mL) was heated at 120° C. for 15 h. The reaction was monitored by TLC and LCMS. The reaction mixture was basified with solid sodium bicarbonate, extracted with ethyl acetate. Organic layer was dried over sodium sulfate and concentrated under reduced pressure to obtain crude product which was purified by silica gel (100-200 mesh) chromatography followed by preparative TLC to ... Starting materials: FC1=C(N)C=CC(=C1F)F (2,3,4-Trifluoroaniline), Cl.C(C)OC(=O)CC(OCC)=N (2-ethoxycarbonyl-1-ethoxyethylideneamine hydrochloride). The solvent is C(C)O (ethanol). Conditions: temperature 20 celsius, time 48 hour. Product: FC1=C(N=C(CC(=O)OCC)OCC)C=CC(=C1F)F (2,3,4-Trifluoro-N-[1-ethoxy-2-(ethoxycarbonyl)ethylidene]aniline). The yield is 105.5%. Reaction SMILES: [F:1][C:2]1[C:8]([F:9])=[C:7]([F:10])[CH:6]=[CH:5][C:3]=1[NH2:4].Cl.[CH2:12]([O:14][C:15]([CH2:17][C:18](=N)[O:19][CH2:20][CH3:21])=[O:16])[CH3:13]>C(O)C>[F:1][C:2]1[C:8]([F:9])=[C:7]([F:10])[CH:6]=[CH:5][C:3]=1[N:4]=[C:18]([O:19][CH2:20][CH3:21])[CH2:17][C:15]([O:14][CH2:12][CH3:13])=[O:16] |f:1.2|. Procedure: 2,3,4-Trifluoroaniline (58.8 g) is added in a single portion with stirring to a solution of 2-ethoxycarbonyl-1-ethoxyethylideneamine hydrochloride (90 g) in ethanol (820 cc). After 48 hours' stirring at a temperature in the region of 20° C., the suspension obtained is filtered; the filtrate is concentrated under reduced pressure (20 kPa) at a temperature in the region of 50° C. The oily residue is taken up with water (250 cc). The mixture obtained is extracted with ethyl ether (3×200 cc). The co...